Task: describe an organic reaction: reactants, conditions, products, and yield. Dataset: the Open Reaction Database (ORD), a public repository of structured organic reaction records The reactants are COC(=O)c1ccc2c(c1)C(=C1C=C(Br)C(C)(C)O1)C(=O)N2, O=C([O-])[O-], CC1(C)OB(c2ccc(CN3CCOCC3)cc2)OC1(C)C, ClCCl, Cl, [Na+], [Na+], CN(C)C=O, O. The product is COC(=O)c1ccc2c(c1)C(=C1C=C(c3ccc(CN4CCOCC4)cc3)C(C)(C)O1)C(=O)N2. Reaction SMILES: [Br:1][C:2]1=[CH:3][C:4](=[C:9]2[C:10](=[O:22])[NH:11][c:12]3[cH:13][cH:14][c:15]([C:18](=[O:19])[O:20][CH3:21])[cH:16][c:17]32)[O:5][C:6]1([CH3:7])[CH3:8].[C:49](=[O:50])([O-:51])[O-:52].[CH3:24][C:25]1([CH3:26])[C:27]([CH3:28])([CH3:29])[O:30][B:31]([c:32]2[cH:33][cH:34][c:35]([CH2:36][N:37]3[CH2:38][CH2:39][O:40][CH2:41][CH2:42]3)[cH:43][cH:44]2)[O:45]1.[Cl:46][CH2:47][Cl:48].[ClH:23].[Na+:53].[Na+:54].[O:55]=[CH:56][N:57]([CH3:58])[CH3:59].[OH2:60]>>[C:2]1([c:32]2[cH:33][cH:34][c:35]([CH2:36][N:37]3[CH2:38][CH2:39][O:40][CH2:41][CH2:42]3)[cH:43][cH:44]2)=[CH:3][C:4](=[C:9]2[C:10](=[O:22])[NH:11][c:12]3[cH:13][cH:14][c:15]([C:18](=[O:19])[O:20][CH3:21])[cH:16][c:17]32)[O:5][C:6]1([CH3:7])[CH3:8]. Solvent: Cl (hydrochloric acid). Run at time 3 hour. Yields the product C(C)(=O)N1CCC(CC1)OCCO (N-acetyl-4-(2-hydroxyethoxy)piperidine). The yield is 79.6%. Reactants: C(C)(=O)N1CCC(CC1)OCC(OCC)OCC (N-Acetyl-4-(2,2-diethoxyethoxy)piperidine), [Cl-].[Na+] (sodium chloride). RXN SMILES: [C:1]([N:4]1[CH2:9][CH2:8][CH:7]([O:10][CH2:11][CH:12](OCC)[O:13]CC)[CH2:6][CH2:5]1)(=[O:3])[CH3:2].[Cl-].[Na+]>Cl>[C:1]([N:4]1[CH2:5][CH2:6][CH:7]([O:10][CH2:11][CH2:12][OH:13])[CH2:8][CH2:9]1)(=[O:3])[CH3:2] |f:1.2|. Procedure details: N-Acetyl-4-(2,2-diethoxyethoxy)piperidine (12 g.) in 0.5 N hydrochloric acid (50 ml.) was stirred at room temperature overnight. The solution was saturated with sodium chloride and extracted several times with chloroform (total 500 mls.). The chloroform extract was dried (Na2SO4) and the solvent evaporated in vacuo and with a bath temperature below 30° C. The resultant intermediate aldehyde (9.8 g.) was reduced immediately with sodium borohydride (0.75 g.) in ethanol (75 ml.), at pH 6. After sti... The reactants are [N+](=O)([O-])C1=C(OC(C(=O)Cl)C)C=C(C=C1)OC1=CC=C(C=C1)F (2-[2-nitro-5-(4-fluorophenoxy)phenoxy]propionyl chloride), BrC1OC(OCC1)CN (N-(4-Bromo-1,3-dioxan-2-ylmethyl)amine). Reported procedure: N-(4-Bromo-1,3-dioxan-2-ylmethyl)amine (0.015 mole) triethylamine (5 ml) and methylene chloride (50 ml) are charged into a glass reaction vessel equipped with a mechanical stirrer, thermometer and addition funnel. The reaction mixture is cooled to about -15° C. and a solution of 2-[2-nitro-5-(4-fluorophenoxy)phenoxy]propionyl chloride (0.01 mole) in methylene chloride (50 ml) is added dropwise with stirring. After the addition is completed the reaction mixture is allowed to warm to room temperat... RXN SMILES: [Br:1][CH:2]1[CH2:7][CH2:6][O:5][CH:4]([CH2:8][NH2:9])[O:3]1.[N+:10]([C:13]1[CH:24]=[CH:23][C:22]([O:25][C:26]2[CH:31]=[CH:30][C:29]([F:32])=[CH:28][CH:27]=2)=[CH:21][C:14]=1[O:15][CH:16]([CH3:20])[C:17](Cl)=[O:18])([O-:12])=[O:11]>C(Cl)Cl>[Br:1][CH:2]1[CH2:7][CH2:6][O:5][CH:4]([CH2:8][NH:9][C:17](=[O:18])[CH:16]([O:15][C:14]2[CH:21]=[C:22]([O:25][C:26]3[CH:31]=[CH:30][C:29]([F:32])=[CH:28][CH:27]=3)[CH:23]=[CH:24][C:13]=2[N+:10]([O-:12])=[O:11])[CH3:20])[O:3]1. Yields the product BrC1OC(OCC1)CNC(C(C)OC1=C(C=CC(=C1)OC1=CC=C(C=C1)F)[N+](=O)[O-])=O (N-(4-bromo-1,3-dioxan-2-ylmethyl)-2-[2-nitro-5-(4-fluorophenoxy)phenoxy]propionamide). The solvent is C(Cl)Cl (methylene chloride), C(Cl)Cl (methylene chloride). Run at temperature -15 celsius. Starting materials: NC1=CC=C(C(=O)N2C3=C(C4=C(CC2)C=NN4)SC=C3)C=C1 (6-(4-aminobenzoyl)-1,4,5,6-tetrahydropyrazolo[3,4-d]thieno[3,2-b]azepine), [H-].[Na+] (sodium hydride), C=1(C(=CC=CC1)C(=O)Cl)C (o-toluoyl chloride). Solvent: O1CCOCC1 (dioxane). Reaction conditions: time 15 minute. Yields the product N=1NC=C2C1C1=C(N(CC2)C(=O)C2=CC=C(C=C2)NC(C2=C(C=CC=C2)C)=O)C=CS1 (N-[4-[[4,5-Dihydropyrazolo[3,4-d]thieno[3,2-b]azepin-6(2H)-yl]carbonyl]phenyl]-2-methylbenzamide). As a reaction SMILES: [NH2:1][C:2]1[CH:22]=[CH:21][C:5]([C:6]([N:8]2[CH2:14][CH2:13][C:12]3[CH:15]=[N:16][NH:17][C:11]=3[C:10]3[S:18][CH:19]=[CH:20][C:9]2=3)=[O:7])=[CH:4][CH:3]=1.[H-].[Na+].[C:25]1([CH3:34])[C:26]([C:31](Cl)=[O:32])=[CH:27][CH:28]=[CH:29][CH:30]=1>O1CCOCC1>[N:17]1[NH:16][CH:15]=[C:12]2[CH2:13][CH2:14][N:8]([C:6]([C:5]3[CH:21]=[CH:22][C:2]([NH:1][C:31](=[O:32])[C:26]4[CH:27]=[CH:28][CH:29]=[CH:30][C:25]=4[CH3:34])=[CH:3][CH:4]=3)=[O:7])[C:9]3[CH:20]=[CH:19][S:18][C:10]=3[C:11]=12 |f:1.2|. Procedure: To a solution of 400 mg of 6-(4-aminobenzoyl)-1,4,5,6-tetrahydropyrazolo[3,4-d]thieno[3,2-b]azepine in 12.0 ml of dioxane under argon is added 65 mg of sodium hydride (60% in mineral oil). After stirring for 15 minutes, 176 μl of o-toluoyl chloride is added. The reaction mixture is stirred at room temperature for 18 hours under argon. The reaction mixture is evaporated in vacuo to a residue which is dissolved in 40 ml of methylene chloride and washed with 20 ml each of water and brine. The organ... The reactants are ClC1=C(C(=CC(=C1)C(F)(F)F)Cl)NN (2,6-dichloro-4-trifluoromethyl-phenylhydrazine), Cl.CN(C=C(C#N)N1N=CN=C1)C (3-dimethylamino-2-(1,2,4-triazol-1-yl)-acrylonitrile hydrochloride). Run in C(C)O (ethanol). The product is NC1=C(C=NN1C1=C(C=C(C=C1Cl)C(F)(F)F)Cl)N1N=CN=C1 (5-amino-1-(2,6-dichloro-4-trifluoromethylphenyl)-4-(1,2,4-triazol-1-yl)-pyrazole). Yield: 95.5%. Reaction SMILES: [Cl:1][C:2]1[CH:7]=[C:6]([C:8]([F:11])([F:10])[F:9])[CH:5]=[C:4]([Cl:12])[C:3]=1[NH:13][NH2:14].Cl.C[N:17](C)[CH:18]=[C:19]([N:22]1[CH:26]=[N:25][CH:24]=[N:23]1)[C:20]#N>C(O)C>[NH2:17][C:18]1[N:13]([C:3]2[C:2]([Cl:1])=[CH:7][C:6]([C:8]([F:9])([F:11])[F:10])=[CH:5][C:4]=2[Cl:12])[N:14]=[CH:20][C:19]=1[N:22]1[CH:26]=[N:25][CH:24]=[N:23]1 |f:1.2|. Reported procedure: 19 g (0.075 mole) of 2,6-dichloro-4-trifluoromethyl-phenylhydrazine and 16 g (0.075 mole) of 3-dimethylamino-2-(1,2,4-triazol-1-yl)-acrylonitrile hydrochloride in 200 ml of ethanol are heated at 75° C. to 78° C. for 5 hours, with stirring. For working up, the solvent is distilled off and the residue is triturated with water and dried over clay. 26 g (96% of theory) of 5-amino-1-(2,6-dichloro-4-trifluoromethylphenyl)-4-(1,2,4-triazol-1-yl)-pyrazole of melting point 170°-174° C. are obtained.